Task: describe an organic reaction: reactants, conditions, products, and yield. Dataset: the Open Reaction Database (ORD), a public repository of structured organic reaction records The reactants are FC(C(=O)O)(F)F.N1CC(CC1)S(=O)(=O)C1=CC=C(C=C1)O ((RS)-4-(pyrrolidine-3-sulfonyl)-phenol trifluoroacetic acid salt), C1C(CC2=CC=CC=C12)CCOS(=O)(=O)C1=CC=C(C=C1)C (toluene-4-sulfonic acid 2-indan-2-yl-ethyl ester). The product is C1C(CC2=CC=CC=C12)CCN1CC(CC1)S(=O)(=O)C1=CC=C(C=C1)O ((RS)-4-[1-(2-Indan-2-yl-ethyl)-pyrrolidine-3-sulfonyl]-phenol). RXN SMILES: FC(F)(F)C(O)=O.[NH:8]1[CH2:12][CH2:11][CH:10]([S:13]([C:16]2[CH:21]=[CH:20][C:19]([OH:22])=[CH:18][CH:17]=2)(=[O:15])=[O:14])[CH2:9]1.[CH2:23]1[C:31]2[C:26](=[CH:27][CH:28]=[CH:29][CH:30]=2)[CH2:25][CH:24]1[CH2:32][CH2:33]OS(C1C=CC(C)=CC=1)(=O)=O>>[CH2:25]1[C:26]2[C:31](=[CH:30][CH:29]=[CH:28][CH:27]=2)[CH2:23][CH:24]1[CH2:32][CH2:33][N:8]1[CH2:12][CH2:11][CH:10]([S:13]([C:16]2[CH:21]=[CH:20][C:19]([OH:22])=[CH:18][CH:17]=2)(=[O:15])=[O:14])[CH2:9]1 |f:0.1|. Procedure details: The title compound, MS: m/e=372.3 (M+H+) was prepared from (RS)-4-(pyrrolidine-3-sulfonyl)-phenol trifluoroacetic acid salt and toluene-4-sulfonic acid 2-indan-2-yl-ethyl ester. Toluene-4-sulfonic acid 2-indan-2-yl-ethyl ester is a known compound and has been prepared as described in U.S. Pat. No. 3,984,407.